The task is: describe an organic reaction: reactants, conditions, products, and yield. This data is from the Open Reaction Database (ORD), a public repository of structured organic reaction records. The reactants are CCOP(=O)(Cc1ccc(Nc2ncc(C(F)(F)F)c(Cl)n2)c(OC)c1)OCC, CN1Cc2c(C3CCC(O)CC3)ccc(N)c2C1=O. The product is Cl, CCOP(=O)(Cc1ccc(Nc2ncc(C(F)(F)F)c(Nc3ccc(C4CCC(O)CC4)c4c3C(=O)N(C)C4)n2)c(OC)c1)OCC. As a reaction SMILES: [Cl:1][c:2]1[n:3][c:4]([NH:12][c:13]2[c:14]([O:28][CH3:29])[cH:15][c:16]([CH2:17][P:18]([O:19][CH2:20][CH3:21])([O:22][CH2:23][CH3:24])=[O:25])[cH:26][cH:27]2)[n:5][cH:6][c:7]1[C:8]([F:9])([F:10])[F:11].[NH2:30][c:31]1[cH:32][cH:33][c:34]([CH:42]2[CH2:43][CH2:44][CH:45]([OH:48])[CH2:46][CH2:47]2)[c:35]2[c:39]1[C:38](=[O:40])[N:37]([CH3:41])[CH2:36]2>>[ClH:1].[c:2]1([NH:30][c:31]2[cH:32][cH:33][c:34]([CH:42]3[CH2:43][CH2:44][CH:45]([OH:48])[CH2:46][CH2:47]3)[c:35]3[c:39]2[C:38](=[O:40])[N:37]([CH3:41])[CH2:36]3)[n:3][c:4]([NH:12][c:13]2[c:14]([O:28][CH3:29])[cH:15][c:16]([CH2:17][P:18]([O:19][CH2:20][CH3:21])([O:22][CH2:23][CH3:24])=[O:25])[cH:26][cH:27]2)[n:5][cH:6][c:7]1[C:8]([F:9])([F:10])[F:11]. The reactants are C1CCOC1, Cc1nnc(-c2ccc([N+](=O)[O-])cc2)o1, [Cl-], [NH4+], O, [Zn]. RXN SMILES: [CH2:19]1[O:20][CH2:21][CH2:22][CH2:23]1.[CH3:3][c:4]1[o:5][c:6](-[c:9]2[cH:10][cH:11][c:12]([N+:15]([O-:16])=[O:17])[cH:13][cH:14]2)[n:7][n:8]1.[Cl-:1].[NH4+:2].[OH2:18].[Zn:24]>>[CH3:3][c:4]1[o:5][c:6](-[c:9]2[cH:10][cH:11][c:12]([NH2:15])[cH:13][cH:14]2)[n:7][n:8]1. The product is Cc1nnc(-c2ccc(N)cc2)o1. Starting materials: CN1N=C(C=C1)NC(C1=CC(=CC(=C1)OCC1=CC=CC=C1)OCC1=CC=CC=C1)=O (N-(1-methyl-1H-pyrazol-3-yl)-3,5-bis[(phenylmethyl)oxy]benzamide), C(=O)[O-].[NH4+] (ammonium formate). The reagents and catalysts are [Pd] (Palladium on activated carbon). Run in C(C)O (ethanol). Run at temperature 140 celsius. Yields the product OC=1C=C(C(=O)NC2=NN(C=C2)C)C=C(C1)OCC1=CC=CC=C1 (3-Hydroxy-N-(1-methyl-1H-pyrazol-3-yl)-5-[(phenylmethyl)oxy]benzamide). Yield: 48.3%. Reaction SMILES: [CH3:1][N:2]1[CH:6]=[CH:5][C:4]([NH:7][C:8](=[O:31])[C:9]2[CH:14]=[C:13]([O:15]CC3C=CC=CC=3)[CH:12]=[C:11]([O:23][CH2:24][C:25]3[CH:30]=[CH:29][CH:28]=[CH:27][CH:26]=3)[CH:10]=2)=[N:3]1.C([O-])=O.[NH4+]>C(O)C.[Pd]>[OH:15][C:13]1[CH:14]=[C:9]([CH:10]=[C:11]([O:23][CH2:24][C:25]2[CH:30]=[CH:29][CH:28]=[CH:27][CH:26]=2)[CH:12]=1)[C:8]([NH:7][C:4]1[CH:5]=[CH:6][N:2]([CH3:1])[N:3]=1)=[O:31] |f:1.2|. Procedure details: A suspension of N-(1-methyl-1H-pyrazol-3-yl)-3,5-bis[(phenylmethyl)oxy]benzamide (1.0 g, 2.42 mmol) was dissolved in ethanol (12 mL) and ammonium formate (229 mg, 3.63 mmol) was added in one portion. The reaction was blanketed with argon and 10% Palladium on activated carbon (10 mg) was added. This mixture was heated to 140° C. for 5 minutes in a Smith Creator microwave. The catalyst was filtered off and the volatiles removed in vacuo, the residue was chromatographed on silica, eluting with a gr... Reactants: FC1=CC=C(C=C1)N1N=CC2=CC(=CC=C12)O[C@@H]([C@H](C)N)C1=CC(=CC=C1)OC ((1R,2S)-1-{[1-(4-fluorophenyl)-1H-indazol-5-yl]oxy}-1-(3-methoxyphenyl)propan-2-amine), N1=C(C=C2N1C=CC=C2)C(=O)O (pyrazolo[1,5-a]pyridine-2-carboxylic acid). Yields the product FC1=CC=C(C=C1)N1N=CC2=CC(=CC=C12)O[C@@H]([C@H](C)NC(=O)C=1C=C2C=CC=CN2N1)C1=CC(=CC=C1)OC (N-[(1R,2S)-1-[1-(4-fluorophenyl)indazol-5-yl]oxy-1-(3-methoxyphenyl)propan-2yl]-1,9-diazabicyclo[4.3.0]nona-2,4,6,8-tetraene-8-carboxamide). Reaction SMILES: [F:1][C:2]1[CH:7]=[CH:6][C:5]([N:8]2[C:16]3[C:11](=[CH:12][C:13]([O:17][C@H:18]([C:22]4[CH:27]=[CH:26][CH:25]=[C:24]([O:28][CH3:29])[CH:23]=4)[C@@H:19]([NH2:21])[CH3:20])=[CH:14][CH:15]=3)[CH:10]=[N:9]2)=[CH:4][CH:3]=1.[N:30]1[N:34]2[CH:35]=[CH:36][CH:37]=[CH:38][C:33]2=[CH:32][C:31]=1[C:39](O)=[O:40]>>[F:1][C:2]1[CH:3]=[CH:4][C:5]([N:8]2[C:16]3[C:11](=[CH:12][C:13]([O:17][C@H:18]([C:22]4[CH:27]=[CH:26][CH:25]=[C:24]([O:28][CH3:29])[CH:23]=4)[C@@H:19]([NH:21][C:39]([C:31]4[CH:32]=[C:33]5[N:34]([N:30]=4)[CH:35]=[CH:36][CH:37]=[CH:38]5)=[O:40])[CH3:20])=[CH:14][CH:15]=3)[CH:10]=[N:9]2)=[CH:6][CH:7]=1. Procedure details: Prepared as described in Example 269 from (1R,2S)-1-(1-(4-fluorophenyl)-1H-indazol-5-yloxy)-1-(3-methoxyphenyl)propan-2-amine (6a, 50 mg, 0.13 mmol) and pyrazolo[1,5-a]pyridine-2-carboxylic acid (24 mg, 0.15 mmol). Starting materials: O=C(O)c1ccc(OCc2ccccc2)nc1, CCN=C=NCCCN(C)C, CCN(C(C)C)C(C)C, Cl, NCC(=O)N1CCN(C(=O)c2ccccc2C(F)(F)F)CC1, CN(C)C=O, O, On1nnc2ccccc21. Product: O=C(NCC(=O)N1CCN(C(=O)c2ccccc2C(F)(F)F)CC1)c1ccc(OCc2ccccc2)nc1. Reaction SMILES: [CH2:54]([c:55]1[cH:56][cH:57][cH:58][cH:59][cH:60]1)[O:61][c:62]1[n:63][cH:64][c:65]([C:66](=[O:67])[OH:68])[cH:69][cH:70]1.[CH3:43][CH2:44][N:45]=[C:46]=[N:47][CH2:48][CH2:49][CH2:50][N:51]([CH3:52])[CH3:53].[CH:1]([N:2]([CH2:3][CH3:4])[CH:5]([CH3:6])[CH3:7])([CH3:8])[CH3:9].[ClH:10].[NH2:11][CH2:12][C:13](=[O:14])[N:15]1[CH2:16][CH2:17][N:18]([C:21]([c:22]2[c:23]([C:28]([F:29])([F:30])[F:31])[cH:24][cH:25][cH:26][cH:27]2)=[O:32])[CH2:19][CH2:20]1.[O:71]=[CH:72][N:73]([CH3:74])[CH3:75].[OH2:76].[OH:33][n:34]1[c:35]2[c:36]([cH:37][cH:38][cH:39][cH:40]2)[n:41][n:42]1>>[NH:11]([CH2:12][C:13](=[O:14])[N:15]1[CH2:16][CH2:17][N:18]([C:21]([c:22]2[c:23]([C:28]([F:29])([F:30])[F:31])[cH:24][cH:25][cH:26][cH:27]2)=[O:32])[CH2:19][CH2:20]1)[C:66]([c:65]1[cH:64][n:63][c:62]([O:61][CH2:54][c:55]2[cH:56][cH:57][cH:58][cH:59][cH:60]2)[cH:70][cH:69]1)=[O:67]. Reactants: C1(=CC=CC=C1)P(C1=CC=CC=C1)C1=CC=CC=C1 (triphenylphosphine), N(=NC(=O)OC(C)C)C(=O)OC(C)C (diisopropyl azodicarboxylate), C[Si](C)(C)N=[N+]=[N-] (trimethylsilyl azide), ClC=1N=C(NC1CC)C(=O)N[C@@H]1[C@@H](CN(CC1)C=1SC(=C(N1)C)C(=O)NCCC#N)OC (cis(±)-2-(4-{[(4-chloro-5-ethyl-1H-imidazol-2-yl)carbonyl]amino}-3-methoxypiperidin-1-yl)-N-(2-cyanoethyl)-4-methyl-1,3-thiazole-5-carboxylic acid amide). The solvent is C(C)(=O)OCC (ethyl acetate), C1CCOC1 (THF). The product is ClC=1N=C(NC1CC)C(=O)N[C@@H]1[C@@H](CN(CC1)C=1SC(=C(N1)C)C1=NN=NN1CCC#N)OC (cis(±)-4-Chloro-N-(1-{5-[1-(2-cyanoethyl)-1H-tetrazol-5-yl]-4-methyl-1,3-thiazol-2-yl}-3-methoxypiperidin-4-yl)-5-ethyl-1H-imidazole-2-carboxylic acid amide). Yield: 39.6%. As a reaction SMILES: [Cl:1][C:2]1[N:3]=[C:4]([C:9]([NH:11][C@H:12]2[CH2:17][CH2:16][N:15]([C:18]3[S:19][C:20]([C:24]([NH:26][CH2:27][CH2:28][C:29]#[N:30])=O)=[C:21]([CH3:23])[N:22]=3)[CH2:14][C@H:13]2[O:31][CH3:32])=[O:10])[NH:5][C:6]=1[CH2:7][CH3:8].C1(P(C2C=CC=CC=2)C2C=CC=CC=2)C=CC=CC=1.N(C(OC(C)C)=O)=NC(OC(C)C)=O.C[Si]([N:70]=[N+:71]=[N-:72])(C)C>C(OCC)(=O)C.C1COCC1>[Cl:1][C:2]1[N:3]=[C:4]([C:9]([NH:11][C@H:12]2[CH2:17][CH2:16][N:15]([C:18]3[S:19][C:20]([C:24]4[N:26]([CH2:27][CH2:28][C:29]#[N:30])[N:72]=[N:71][N:70]=4)=[C:21]([CH3:23])[N:22]=3)[CH2:14][C@H:13]2[O:31][CH3:32])=[O:10])[NH:5][C:6]=1[CH2:7][CH3:8]. Reported procedure: THF (2 mL) was added to cis(±)-2-(4-{[(4-chloro-5-ethyl-1H-imidazol-2-yl)carbonyl]amino}-3-methoxypiperidin-1-yl)-N-(2-cyanoethyl)-4-methyl-1,3-thiazole-5-carboxylic acid amide obtained in Example (261a) (36 mg, 0.08 mmol). While the mixture was stirred, triphenylphosphine (124 mg, 0.47 mmol), diisopropyl azodicarboxylate (0.24 mL, 0.45 mmol, 1.9 M solution in toluene) and trimethylsilyl azide (7.3 g, 55.4 mmol) were added, followed by stirring at 30° C. for four days. The reaction solution was ...